This data is from the Open Reaction Database (ORD), a public repository of structured organic reaction records. The task is: describe an organic reaction: reactants, conditions, products, and yield Reactants: O1C(CCCC1)ON (O-(tetrahydro-2H-pyran-2-yl)hydroxylamine), C=1C=CC2=C(C1)N=NN2O (HOBt), CCN=C=NCCCN(C)C (EDCI), C(C1=CC=CC=C1)N1C[C@@H](CC1)NC1=CC=C(C=C1)/C=C/C(=O)O ((2E)-3-(4-{[(3R)-1-benzyl-3-pyrrolidinyl]amino}phenyl)acrylic acid). Solvent: CN(C)C=O (DMF), O (water). Conditions: time 3 hour. The product is C(C1=CC=CC=C1)N1C[C@@H](CC1)NC1=CC=C(C=C1)/C=C/C(=O)NOC1OCCCC1 ((2E)-3-(4-{[(3R)-1-benzyl-3-pyrrolidinyl]amino}phenyl)-N-(tetrahydro-2H-pyran-2-yloxy)acrylamide). The yield is 77.2%. As a reaction SMILES: [CH2:1]([N:8]1[CH2:12][CH2:11][C@@H:10]([NH:13][C:14]2[CH:19]=[CH:18][C:17](/[CH:20]=[CH:21]/[C:22](O)=[O:23])=[CH:16][CH:15]=2)[CH2:9]1)[C:2]1[CH:7]=[CH:6][CH:5]=[CH:4][CH:3]=1.[O:25]1[CH2:30][CH2:29][CH2:28][CH2:27][CH:26]1[O:31][NH2:32].C1C=CC2N(O)N=NC=2C=1.CCN=C=NCCCN(C)C>CN(C=O)C.O>[CH2:1]([N:8]1[CH2:12][CH2:11][C@@H:10]([NH:13][C:14]2[CH:15]=[CH:16][C:17](/[CH:20]=[CH:21]/[C:22]([NH:32][O:31][CH:26]3[CH2:27][CH2:28][CH2:29][CH2:30][O:25]3)=[O:23])=[CH:18][CH:19]=2)[CH2:9]1)[C:2]1[CH:3]=[CH:4][CH:5]=[CH:6][CH:7]=1. Reported procedure: To a solution of (2E)-3-(4-{[(3R)-1-benzyl-3-pyrrolidinyl]amino}phenyl)acrylic acid (936 mg, crude) in DMF (10 mL) was added was added O-(tetrahydro-2H-pyran-2-yl)hydroxylamine (442 mg), HOBt (588 mg), and EDCI (676 mg) and the resulting mixture was stirred at ambient temperature for 3 hours. The reaction mixture was diluted with water and extracted with AcOEt. The organic phase was washed with sat NH4Cl at solution, sat NaHCO3 aq solution, and brine, and dried over Na2SO4. The solvent was remov... Starting materials: BrCC(=O)C1=CC(=CC=C1)F (2-bromo-1-(3-fluorophenyl)ethanone), O=C(CC(=O)OC)C (methyl 3-oxobutanoate), N12CCCN=C2NCCC1 (1,5,7-triazabicyclo[4.4.0]dec-5-ene), polystyrene. Run in C(C)#N (acetonitrile). Run at time 3 hour. The product is C(C)(=O)C(C(=O)OC)CC(=O)C1=CC(=CC=C1)F (methyl 2-acetyl-4-(3-fluorophenyl)-4-oxobutanoate). Reaction SMILES: Br[CH2:2][C:3]([C:5]1[CH:10]=[CH:9][CH:8]=[C:7]([F:11])[CH:6]=1)=[O:4].[O:12]=[C:13]([CH3:19])[CH2:14][C:15]([O:17][CH3:18])=[O:16].N12CCCNC1=NCCC2>C(#N)C>[C:13]([CH:14]([CH2:2][C:3]([C:5]1[CH:10]=[CH:9][CH:8]=[C:7]([F:11])[CH:6]=1)=[O:4])[C:15]([O:17][CH3:18])=[O:16])(=[O:12])[CH3:19]. Procedure: A 21.7 mg portion of 2-bromo-1-(3-fluorophenyl)ethanone and 13.9 mg of methyl 3-oxobutanoate were dissolved in 1.0 ml of acetonitrile, and 115 mg of a 1,5,7-triazabicyclo[4.4.0]dec-5-ene-carrying resin (trade name: 1,5,7-Triazabicyclo[4.4.0]dec-5-ene bond to polystyrene crosslinked with 2% DBV, Fluka, Switzerland) was added, followed by stirring at room temperature for 3 hours. Then, the reaction liquid was filtered. By concentrating the filtrate under a reduced pressure, methyl 2-acetyl-4-(3-fl... The reactants are BrC1=C(C=NN1C(C)(C)C)C(=O)O (5-bromo-1-tert-butyl-1H-pyrazole-4-carboxylic acid), CCN=C=NCCCN(C)C (WSC), C=1C=CC2=C(C1)N=NN2O (HOBt), TEA, [Cl-].[NH4+] (ammonium chloride). Solvent: CN(C)C=O (DMF). Product: BrC1=C(C=NN1C(C)(C)C)C(=O)N (5-bromo-1-tert-butyl-1H-pyrazole-4-carboxamide). Yield: 60.3%. Reaction SMILES: [Br:1][C:2]1[N:6]([C:7]([CH3:10])([CH3:9])[CH3:8])[N:5]=[CH:4][C:3]=1[C:11]([OH:13])=O.CC[N:16]=C=NCCCN(C)C.C1C=CC2N(O)N=NC=2C=1.[Cl-].[NH4+]>CN(C=O)C>[Br:1][C:2]1[N:6]([C:7]([CH3:10])([CH3:9])[CH3:8])[N:5]=[CH:4][C:3]=1[C:11]([NH2:16])=[O:13] |f:3.4|. Procedure details: A solution of the compound (10.29 g, 41.64 mmol) obtained in step 3, WSC (9.58 g, 49.97 mmol), HOBt (6.75 g, 49.97 mmol), TEA (6.97 ml, 49.97 mmol) and ammonium chloride (2.67 g, 49.97 mmol) in DMF (100 mL) was stirred at room temperature for 14 hr. The reaction mixture was concentrated under reduced pressure, and water and ethyl acetate were added to the residue. The organic layer was washed with water, aqueous sodium hydrogen carbonate solution and saturated brine and dried, and the solvent wa... The reactants are CCN(C(C)C)C(C)C, O=[N+]([O-])c1ccc(F)c(F)c1, O=C1CNCN1, CN(C)C=O. Product: O=C1CN(c2ccc([N+](=O)[O-])cc2F)CN1. RXN SMILES: [CH:18]([N:19]([CH:20]([CH3:21])[CH3:22])[CH2:23][CH3:24])([CH3:25])[CH3:26].[F:7][c:8]1[cH:9][c:10]([N+:15](=[O:16])[O-:17])[cH:11][cH:12][c:13]1[F:14].[NH:1]1[CH2:2][NH:3][C:4](=[O:6])[CH2:5]1.[O:27]=[CH:28][N:29]([CH3:30])[CH3:31]>>[N:1]1([c:13]2[c:8]([F:7])[cH:9][c:10]([N+:15](=[O:16])[O-:17])[cH:11][cH:12]2)[CH2:2][NH:3][C:4](=[O:6])[CH2:5]1.